This data is from the Open Reaction Database (ORD), a public repository of structured organic reaction records. The task is: describe an organic reaction: reactants, conditions, products, and yield Starting materials: CC=1C(=NC(=CN1)C)N1CC2CNCC2C1 (2-(3,6-Dimethyl-pyrazin-2-yl)-octahydro-pyrrolo[3,4-c]pyrrole), FC=1C=CC(=C(C(=O)O)C1)C1=NC=CC=N1 (5-Fluoro-2-pyrimidin-2-yl-benzoic acid). Yields the product CC=1C(=NC(=CN1)C)N1CC2C(C1)CN(C2)C(=O)C2=C(C=CC(=C2)F)C2=NC=CC=N2 ([5-(3,6-Dimethyl-pyrazin-2-yl)-hexahydro-pyrrolo[3,4-c]pyrrol-2-yl]-(5-fluoro-2-pyrimidin-2-yl-phenyl)-methanone). Reaction SMILES: [CH3:1][C:2]1[C:3]([N:9]2[CH2:16][CH:15]3[CH:11]([CH2:12][NH:13][CH2:14]3)[CH2:10]2)=[N:4][C:5]([CH3:8])=[CH:6][N:7]=1.[F:17][C:18]1[CH:19]=[CH:20][C:21]([C:27]2[N:32]=[CH:31][CH:30]=[CH:29][N:28]=2)=[C:22]([CH:26]=1)[C:23](O)=[O:24]>>[CH3:1][C:2]1[C:3]([N:9]2[CH2:16][CH:15]3[CH2:14][N:13]([C:23]([C:22]4[CH:26]=[C:18]([F:17])[CH:19]=[CH:20][C:21]=4[C:27]4[N:28]=[CH:29][CH:30]=[CH:31][N:32]=4)=[O:24])[CH2:12][CH:11]3[CH2:10]2)=[N:4][C:5]([CH3:8])=[CH:6][N:7]=1. Reported procedure: The title compound was prepared in a manner analogous to Example 15 utilizing Intermediate 34 and Intermediate 13. MS MS (ESI): mass calculated for C23H23FN6O, 418.47; m/z found 419.2 [M+H]+. Starting materials: CC1(C(=NC=2C=CC3=C(C12)C=CC=C3)C)C (1,1,2-Trimethylbenzo[e]indole), C1CCS(=O)(=O)OC1 (1,4-butane sultone). Product: S(=O)(=O)(O)CCCCN1C(C(C=2C3=C(C=CC12)C=CC=C3)(C)C)C (3-(4-Sulfobutyl)-1,1,2-trimethyl-1H-benzo[e]indole). RXN SMILES: [CH3:1][C:2]1([CH3:16])[C:10]2[C:9]3[CH:11]=[CH:12][CH:13]=[CH:14][C:8]=3[CH:7]=[CH:6][C:5]=2[N:4]=[C:3]1[CH3:15].[CH2:17]1[CH2:24][O:23][S:20](=[O:22])(=[O:21])[CH2:19][CH2:18]1>>[S:20]([CH2:19][CH2:18][CH2:17][CH2:24][N:4]1[C:5]2[CH:6]=[CH:7][C:8]3[CH:14]=[CH:13][CH:12]=[CH:11][C:9]=3[C:10]=2[C:2]([CH3:16])([CH3:1])[CH:3]1[CH3:15])([OH:23])(=[O:22])=[O:21]. Procedure details: 1,1,2-Trimethylbenzo[e]indole (1.0 g, 4.8 mmol) and 1,4-butane sultone (0.50 mL, 4.8 mmol) were heated for 2.5 h at 130° C., filtered off after cooling, washed with acetone and dried for 3 h at 100° C. Yield: 1.13 g (70%) gray-white solid, melting point 263° C. (Lit. review: H. Langhals, C. Haritoglou, Der Ophthalmologe 2009, 106, 16-20: 266° C.). IR (ATR): {tilde over (ν)}=3435 (m), 2939 (w), 1636 (w), 1584 (w), 1523 (w), 1468 (m), 1199 (s), 1034 (s), 872 (w), 824 (m), 791 (w), 758 (m), 737 cm−... Reactants: CC=1C(=NC=C(C1)C)N1CCN(CC1)C(=O)C1=CC=C(C=C1)N1C(OC[C@H]1CO)=O ((R)-3-{4-[4-(3,5-dimethylpyridin-2-yl)piperazine-1-carbonyl]phenyl}-4-hydroxymethyloxazolidin-2-one), O (Water), [H-].[Na+] (sodium hydride), IC (Iodomethane). Solvent: CN(C=O)C (N,N-dimethylformamide). Conditions: time 30 minute. Yields the product CC=1C(=NC=C(C1)C)N1CCN(CC1)C(=O)C1=CC=C(C=C1)N1C(OC[C@H]1COC)=O ((R)-3-{4-[4-(3,5-dimethylpyridin-2-yl)piperazine-1-carbonyl]phenyl}-4-methoxymethyloxazolidin-2-one). The yield is 9.0%. Reaction SMILES: [CH3:1][C:2]1[C:3]([N:9]2[CH2:14][CH2:13][N:12]([C:15]([C:17]3[CH:22]=[CH:21][C:20]([N:23]4[C@H:27]([CH2:28][OH:29])[CH2:26][O:25][C:24]4=[O:30])=[CH:19][CH:18]=3)=[O:16])[CH2:11][CH2:10]2)=[N:4][CH:5]=[C:6]([CH3:8])[CH:7]=1.[H-].[Na+].I[CH3:34].O>CN(C)C=O>[CH3:1][C:2]1[C:3]([N:9]2[CH2:10][CH2:11][N:12]([C:15]([C:17]3[CH:22]=[CH:21][C:20]([N:23]4[C@H:27]([CH2:28][O:29][CH3:34])[CH2:26][O:25][C:24]4=[O:30])=[CH:19][CH:18]=3)=[O:16])[CH2:13][CH2:14]2)=[N:4][CH:5]=[C:6]([CH3:8])[CH:7]=1 |f:1.2|. Procedure: (R)-3-{4-[4-(3,5-dimethylpyridin-2-yl)piperazine-1-carbonyl]phenyl}-4-hydroxymethyloxazolidin-2-one (205 mg) described in Example 72 was dissolved in N,N-dimethylformamide (1 mL), sodium hydride (32 mg) was added, and the mixture was stirred at room temperature for 30 min. Iodomethane (142 mg) was added, and the mixture was stirred at room temperature overnight. Water was added to the reaction mixture, and the mixture was extracted with ethyl acetate. The organic layer was washed with saturated ... Reactants: ClC1=CC=C2C(C(NC2=C1)=O)(O)C1CCCCC1 (rac-6-chloro-3-cyclohexyl-3-hydroxy-1,3-dihydro-indol-2-one), C([O-])([O-])=O.[K+].[K+] (potassium carbonate), C(C)[SiH](CC)CC (triethylsilane), FC(C(=O)O)(F)F (trifluoroacetic acid). Solvent: C(C)(=O)OCC (ethyl acetate). Run at temperature 90 celsius, time 1 hour. Yields the product ClC1=CC=C2C(C(NC2=C1)=O)C1CCCCC1 (rac-6-chloro-3-cyclohexyl-1,3-dihydro-indol-2-one). As a reaction SMILES: [Cl:1][C:2]1[CH:10]=[C:9]2[C:5]([C:6]([CH:13]3[CH2:18][CH2:17][CH2:16][CH2:15][CH2:14]3)(O)[C:7](=[O:11])[NH:8]2)=[CH:4][CH:3]=1.C([SiH](CC)CC)C.FC(F)(F)C(O)=O.C(=O)([O-])[O-].[K+].[K+]>C(OCC)(=O)C>[Cl:1][C:2]1[CH:10]=[C:9]2[C:5]([CH:6]([CH:13]3[CH2:18][CH2:17][CH2:16][CH2:15][CH2:14]3)[C:7](=[O:11])[NH:8]2)=[CH:4][CH:3]=1 |f:3.4.5|. Reported procedure: A suspension of rac-6-chloro-3-cyclohexyl-3-hydroxy-1,3-dihydro-indol-2-one (0.14 g, 0.52 mmol) (from Example 19a supra) in a mixture of triethylsilane (0.25 mL, 1.58 mmol) (Aldrich) and trifluoroacetic acid (0.77 g, 7.6 mmol) (Aldrich) was heated in a 90° C. bath for 48 hours. After cooling to room temperature, mixture was diluted with ethyl acetate. Solid potassium carbonate was added and mixture stirred at room temperature for 1 hour. Mixture was filtered and concentrated. Residue was redisso...